From a dataset of the Open Reaction Database (ORD), a public repository of structured organic reaction records. describe an organic reaction: reactants, conditions, products, and yield The reactants are C(C1=CC=CC=C1)OC(=O)N1C2C(N(C(C1CCC2)=O)CCCCC2=CC=CC=C2)=O (2,4-Dioxo-3-(4-phenylbutyl)-3,9-diaza-bicyclo[3.3.1]nonane-9-carboxylic acid benzyl ester), C(C1=CC=CC=C1)OC(=O)N1C2C(N(C(C1CCC2)=O)CCCCC2=CC=CC=C2)=O (2,4-Dioxo-3-(4-phenylbutyl)-3,9-diaza-bicyclo[3.3.1]nonane-9-carboxylic acid benzyl ester), [H][H] (Hydrogen). The reagents and catalysts are [Pd] (palladium on activated carbon). Run in C1CCOC1 (THF). Yields the product C1(=CC=CC=C1)CCCCN1C(C2CCCC(C1=O)N2)=O (3-(4-Phenylbutyl)-3,9-diaza-bicyclo[3.3.1]nonane-2,4-dione). The yield is 92.4%. As a reaction SMILES: C(OC([N:11]1[CH:16]2[CH2:17][CH2:18][CH2:19][CH:12]1[C:13](=[O:31])[N:14]([CH2:21][CH2:22][CH2:23][CH2:24][C:25]1[CH:30]=[CH:29][CH:28]=[CH:27][CH:26]=1)[C:15]2=[O:20])=O)C1C=CC=CC=1.[H][H]>C1COCC1.[Pd]>[C:25]1([CH2:24][CH2:23][CH2:22][CH2:21][N:14]2[C:15](=[O:20])[CH:16]3[NH:11][CH:12]([CH2:19][CH2:18][CH2:17]3)[C:13]2=[O:31])[CH:26]=[CH:27][CH:28]=[CH:29][CH:30]=1. Reported procedure: 2,4-Dioxo-3-(4-phenylbutyl)-3,9-diaza-bicyclo[3.3.1]nonane-9-carboxylic acid benzyl ester (Compound 13, 0.57 g, 1.36 mmol) was dissolved in THF (3 mL), and 10% palladium on activated carbon (0.12 g) was added. Hydrogen was applied via balloon for 1 hour. The black suspension was then filtered through compacted Celite, and the THF was removed by high-vacuum rotary evaporator to give Compound 14 (0.36 g, 92%) as a thick oil, which was of sufficiently good quality to be advanced to the next step wi... Reactants: ClC=1C(=C(C(=O)NOCCO)C=C(C1)Cl)N (3,5-dichloro-2-amino-N-(2-hydroxyethoxy)benzamide). Run in S(=O)(Cl)Cl (thionyl chloride). The product is ClC=1C(=C(C=C(C1)Cl)C1=NOCCO1)N (3-(3,5-dichloro-2-aminophenyl)-5,6-dihydro-1,4,2-dioxazine). As a reaction SMILES: [Cl:1][C:2]1[C:3]([NH2:16])=[C:4]([CH:12]=[C:13]([Cl:15])[CH:14]=1)[C:5]([NH:7][O:8][CH2:9][CH2:10][OH:11])=O>S(Cl)(Cl)=O>[Cl:1][C:2]1[C:3]([NH2:16])=[C:4]([C:5]2[O:11][CH2:10][CH2:9][O:8][N:7]=2)[CH:12]=[C:13]([Cl:15])[CH:14]=1. Reported procedure: At 20° C., 30 ml of thionyl chloride are initially charged and 3 g of 3,5-dichloro-2-amino-N-(2-hydroxyethoxy)benzamide are added in 3 portions with stirring. The mixture is stirred at 70° C. for 12 h. The reaction mixture is then cooled and carefully poured onto ice-water. The mixture is extracted twice with in each case 150 ml of dichloromethane and the extracts are dried with sodium sulphate and evaporated to dryness using a rotary evaporator. The reactants are C=O, CC#N, CNC(=O)c1ccccc1Nc1nc(Nc2ccc3c(c2)CCNCC3)ncc1Cl. The product is CNC(=O)c1ccccc1Nc1nc(Nc2ccc3c(c2)CCN(C)CC3)ncc1Cl. RXN SMILES: [CH2:31]=[O:32].[CH3:33][C:34]#[N:35].[Cl:1][c:2]1[c:3]([NH:20][c:21]2[c:22]([C:23](=[O:24])[NH:25][CH3:26])[cH:27][cH:28][cH:29][cH:30]2)[n:4][c:5]([NH:8][c:9]2[cH:10][c:11]3[c:12]([cH:18][cH:19]2)[CH2:13][CH2:14][NH:15][CH2:16][CH2:17]3)[n:6][cH:7]1>>[Cl:1][c:2]1[c:3]([NH:20][c:21]2[c:22]([C:23](=[O:24])[NH:25][CH3:26])[cH:27][cH:28][cH:29][cH:30]2)[n:4][c:5]([NH:8][c:9]2[cH:10][c:11]3[c:12]([cH:18][cH:19]2)[CH2:13][CH2:14][N:15]([CH3:31])[CH2:16][CH2:17]3)[n:6][cH:7]1. Starting materials: Brc1ccc(I)nc1, Cc1ccccc1, [Na+], [Na+], O=C([O-])[O-]. Product: Cc1ccccc1-c1ccc(Br)cn1. RXN SMILES: [Br:1][c:2]1[cH:3][cH:4][c:5]([I:8])[n:6][cH:7]1.[CH3:9][c:10]1[cH:11][cH:12][cH:13][cH:14][cH:15]1.[Na+:16].[Na+:17].[O-:18][C:19](=[O:20])[O-:21]>>[Br:1][c:2]1[cH:3][cH:4][c:5](-[c:11]2[c:10]([CH3:9])[cH:15][cH:14][cH:13][cH:12]2)[n:6][cH:7]1. The reactants are C1(CCCCC1)N=C=NC1CCCCC1 (dicyclohexylcarbodiimide), BrCC1=C(C=C(C(=O)O)C=C1)[N+](=O)[O-] (4-bromomethyl-3-nitro-benzoic acid), CN(C)CC1=CC=NC=C1 (4-dimethylaminomethyl pyridine). Solvent: ClCCl (dichloromethane), ClCCl.CO (dichloromethane methanol). Conditions: time 6 hour. Yields the product COC(C1=CC(=C(C=C1)CBr)[N+](=O)[O-])=O (4-bromomethyl-3-nitro-benzoic acid methyl ester). Reaction SMILES: [CH:1]1(N=C=NC2CCCCC2)CCCCC1.[Br:16][CH2:17][C:18]1[CH:26]=[CH:25][C:21]([C:22]([OH:24])=[O:23])=[CH:20][C:19]=1[N+:27]([O-:29])=[O:28].CN(CC1C=CN=CC=1)C>ClCCl.ClCCl.CO>[CH3:1][O:23][C:22](=[O:24])[C:21]1[CH:25]=[CH:26][C:18]([CH2:17][Br:16])=[C:19]([N+:27]([O-:29])=[O:28])[CH:20]=1 |f:4.5|. Procedure: A solution of dicyclohexylcarbodiimide (DCC, 0.95 g, 4.61 mmol, 1.2 equiv) in 10 mL of dichloromethane (DCM) was added dropwise to a stirred mixture of 4-bromomethyl-3-nitro-benzoic acid 1 (1.0 g, 3.84 mmol, 1.0 equiv) and 4-dimethylaminomethyl pyridine (DMAP) (0.020 g, 0.19 mmol, 0.05 equiv) in 10 mL of dichloromethane-methanol (10%) at room temperature. The mixture was stirred for 6 hours to obtain 4-bromomethyl-3-nitro-benzoic acid methyl ester 2. Dicyclohexyl urea (DCU) thus obtained was rem...